From a dataset of the Open Reaction Database (ORD), a public repository of structured organic reaction records. describe an organic reaction: reactants, conditions, products, and yield The reactants are BrCC1CC1 ((bromomethyl)cyclopropane), BrC=1C=CC2=C(N(S(N2)(=O)=O)C)C1 (6-bromo-1-methyl-1,3-dihydro-2,1,3-benzothiadiazole 2,2-dioxide), CN1CCCC1=O (NMP), C([O-])([O-])=O.[Cs+].[Cs+] (cesium carbonate). The solvent is C(C)(=O)OCC (ethyl acetate), O1CCOCC1 (1,4 Dioxane). Reaction conditions: temperature 100 celsius, time 18 hour. Product: BrC1=CC2=C(N(S(N2C)(=O)=O)CC2CC2)C=C1 (5-bromo-1-(cyclopropylmethyl)-3-methyl-1,3-dihydro-2,1,3-benzothiadiazole 2,2-dioxide). RXN SMILES: [Br:1][C:2]1[CH:3]=[CH:4][C:5]2[NH:9][S:8](=[O:11])(=[O:10])[N:7]([CH3:12])[C:6]=2[CH:13]=1.CN1[C:19](=O)[CH2:18][CH2:17][CH2:16]1.C(=O)([O-])[O-].[Cs+].[Cs+].BrCC1CC1>C(OCC)(=O)C.O1CCOCC1>[Br:1][C:2]1[CH:3]=[CH:4][C:5]2[N:9]([CH2:16][CH:17]3[CH2:19][CH2:18]3)[S:8](=[O:11])(=[O:10])[N:7]([CH3:12])[C:6]=2[CH:13]=1 |f:2.3.4|. Procedure details: To a round bottom flask was added 6-bromo-1-methyl-1,3-dihydro-2,1,3-benzothiadiazole 2,2-dioxide (1-3) (5.32 g, 20.2 mmol), anhydrous NMP (10 mL), anhydrous 1,4 Dioxane (100 mL), cesium carbonate (13.2 g, 40.4 mmol), followed by (bromomethyl)cyclopropane (3.00 g, 22.2 mmol). The reaction mixture was then heated to 100° C. while stirring in a hot oil bath for 18 hours. The crude reaction mixture was then cooled to room temperature, then suspended in ethyl acetate and washed with a saturated solu... The reactants are ClC=1C=C(C(=C(C1)C=1C=NC=2C(CCC2C1)NC(=O)C1(CC1)N)C1=NOC(=N1)C)F (1-Amino-cyclopropanecarboxylic acid{(rac)-3-[5-chloro-3-fluoro-2-(5-methyl-[1,2,4]oxadiazol-3-yl)-phenyl]-6,7-dihydro-5H-[1]pyrindin-7-yl}-amide), COC1=NOC(=C1)C(=O)O (3-methoxy-isoxazole-5-carboxylic acid). The product is ClC=1C=C(C(=C(C1)C=1C=NC=2C(CCC2C1)NC(=O)C1(CC1)NC(=O)C1=CC(=NO1)OC)C1=NOC(=N1)C)F (3-Methoxy-isoxazole-5-carboxylic acid(1-{(rac)-3-[5-chloro-3-fluoro-2-(5-methyl-[1,2,4]oxadiazol-3-yl)-phenyl]-6,7-dihydro-5H-[1]pyrindin-7-ylcarbamoyl}-cyclopropyl)-amide). As a reaction SMILES: [Cl:1][C:2]1[CH:3]=[C:4]([F:30])[C:5]([C:24]2[N:28]=[C:27]([CH3:29])[O:26][N:25]=2)=[C:6]([C:8]2[CH:9]=[N:10][C:11]3[CH:12]([NH:17][C:18]([C:20]4([NH2:23])[CH2:22][CH2:21]4)=[O:19])[CH2:13][CH2:14][C:15]=3[CH:16]=2)[CH:7]=1.[CH3:31][O:32][C:33]1[CH:37]=[C:36]([C:38](O)=[O:39])[O:35][N:34]=1>>[Cl:1][C:2]1[CH:3]=[C:4]([F:30])[C:5]([C:24]2[N:28]=[C:27]([CH3:29])[O:26][N:25]=2)=[C:6]([C:8]2[CH:9]=[N:10][C:11]3[CH:12]([NH:17][C:18]([C:20]4([NH:23][C:38]([C:36]5[O:35][N:34]=[C:33]([O:32][CH3:31])[CH:37]=5)=[O:39])[CH2:22][CH2:21]4)=[O:19])[CH2:13][CH2:14][C:15]=3[CH:16]=2)[CH:7]=1. Procedure: In analogy to the procedure described for the preparation of intermediate A-1 [B], 1-amino-cyclopropanecarboxylic acid{(rac)-3-[5-chloro-3-fluoro-2-(5-methyl-[1,2,4]oxadiazol-3-yl)-phenyl]-6,7-dihydro-5H-[1]pyrindin-7-yl}-amide (example 37) has been coupled with 3-methoxy-isoxazole-5-carboxylic acid to yield the title compound as light grey solid. MS: 553.1 (MH+, 1Cl). Reactants: C(C)(C)(C)OC(=O)N1CCC(CC1)C1=CC(=C(C=C1)N)Br (4-(4-amino-3-bromo-phenyl)-piperidine-1-carboxylic acid tert-butyl ester), CC1(CC=C(CC1)B(O)O)C (4,4-dimethyl-cyclohex-1-enylboronic acid), C(=O)([O-])[O-].[Na+].[Na+] (Na2CO3). Reagents/catalysts: C=1C=CC(=CC1)[P](C=2C=CC=CC2)(C=3C=CC=CC3)[Pd]([P](C=4C=CC=CC4)(C=5C=CC=CC5)C=6C=CC=CC6)([P](C=7C=CC=CC7)(C=8C=CC=CC8)C=9C=CC=CC9)[P](C=1C=CC=CC1)(C=1C=CC=CC1)C=1C=CC=CC1 (Pd(PPh3)4). Solvent: C1(=CC=CC=C1)C (toluene), CCO (EtOH), CCOC(=O)C (EtOAc). Run at temperature 85 celsius, time 36 hour. Yields the product C(C)(C)(C)OC(=O)C1(CCNCC1)C1=CC(=C(C=C1)N)C1=CCC(CC1)(C)C (4-[4-Amino-3-(4,4dimethyl-cyclohex-1-enyl)-phenyl]-piperidine-4-carboxylic acid tert-butyl ester). The yield is 65.7%. As a reaction SMILES: C(OC([N:8]1[CH2:13][CH2:12][CH:11]([C:14]2[CH:19]=[CH:18][C:17]([NH2:20])=[C:16](Br)[CH:15]=2)[CH2:10][CH2:9]1)=O)(C)(C)C.[CH3:22][C:23]1([CH3:32])[CH2:28][CH2:27][C:26](B(O)O)=[CH:25][CH2:24]1.[C:33]([O-:36])([O-])=[O:34].[Na+].[Na+]>C1(C)C=CC=CC=1.CCO.CCOC(C)=O.C1C=CC([P]([Pd]([P](C2C=CC=CC=2)(C2C=CC=CC=2)C2C=CC=CC=2)([P](C2C=CC=CC=2)(C2C=CC=CC=2)C2C=CC=CC=2)[P](C2C=CC=CC=2)(C2C=CC=CC=2)C2C=CC=CC=2)(C2C=CC=CC=2)C2C=CC=CC=2)=CC=1>[C:11]([O:36][C:33]([C:11]1([C:14]2[CH:19]=[CH:18][C:17]([NH2:20])=[C:16]([C:26]3[CH2:27][CH2:28][C:23]([CH3:32])([CH3:22])[CH2:24][CH:25]=3)[CH:15]=2)[CH2:10][CH2:9][NH:8][CH2:13][CH2:12]1)=[O:34])([CH3:14])([CH3:12])[CH3:10] |f:2.3.4,^1:58,60,79,98|. Reported procedure: A solution of 250 mg (0.704 mmol) 4-(4-amino-3-bromo-phenyl)-piperidine-1-carboxylic acid tert-butyl ester (as prepared in Example 61, step (c)) in 6 mL toluene and 3 mL EtOH was treated with 119 mg (0.774 mmol) 4,4-dimethyl-cyclohex-1-enylboronic acid and 2.81 mL (5.63 mmol) 2.0 M Na2CO3. The mixture was degassed via sonication, placed under Ar, treated with 56.9 mg (0.0493 mmol) Pd(PPh3)4, and heated to 85° C. for 27 h and allowed to stand at RT for 36 h. The mixture was diluted with EtOAc (15... Reactants: CC(=O)OC(C)=O, CC(=O)O, Nc1ccc2c(c1)C(=O)C1(CC1)O2. The product is CC(=O)Nc1ccc2c(c1)C(=O)C1(CC1)O2. Reaction SMILES: [CH3:14][C:15](=[O:16])[O:17][C:18](=[O:19])[CH3:20].[CH3:21][C:22](=[O:23])[OH:24].[NH2:1][c:2]1[cH:3][c:4]2[c:5]([cH:12][cH:13]1)[O:6][C:7]1([C:8]2=[O:9])[CH2:10][CH2:11]1>>[NH:1]([c:2]1[cH:3][c:4]2[c:5]([cH:12][cH:13]1)[O:6][C:7]1([C:8]2=[O:9])[CH2:10][CH2:11]1)[C:15]([CH3:14])=[O:16].